This data is from the Open Reaction Database (ORD), a public repository of structured organic reaction records. The task is: describe an organic reaction: reactants, conditions, products, and yield The reactants are C(C1=CC=CC=C1)(=O)OCCON=C(C(=O)OCC)C(CCl)=O (ethyl 2-(2-benzoyloxyethoxyimino)-4-chloro-3-oxobutyrate), NC(=S)N (thiourea), C(C)(=O)[O-].[Na+] (sodium acetate), O (water). Run in C(C)O (ethanol). Reaction conditions: temperature 40 celsius. Yields the product NC=1SC=C(N1)C(C(=O)OCC)=NOCCOC(C1=CC=CC=C1)=O (ethyl 2-(2-aminothiazol-4-yl)-2-(2-benzoyloxyethoxyimino)acetate). The yield is 29.2%. As a reaction SMILES: [C:1]([O:9][CH2:10][CH2:11][O:12][N:13]=[C:14]([C:20](=O)[CH2:21]Cl)[C:15]([O:17][CH2:18][CH3:19])=[O:16])(=[O:8])[C:2]1[CH:7]=[CH:6][CH:5]=[CH:4][CH:3]=1.[NH2:24][C:25]([NH2:27])=[S:26].C([O-])(=O)C.[Na+].O>C(O)C>[NH2:27][C:25]1[S:26][CH:21]=[C:20]([C:14](=[N:13][O:12][CH2:11][CH2:10][O:9][C:1](=[O:8])[C:2]2[CH:7]=[CH:6][CH:5]=[CH:4][CH:3]=2)[C:15]([O:17][CH2:18][CH3:19])=[O:16])[N:24]=1 |f:2.3|. Reported procedure: A mixture of ethyl 2-(2-benzoyloxyethoxyimino)-4-chloro-3-oxobutyrate (syn isomer, 29 g.), thiourea (7.76 g.), sodium acetate (8.37 g.), water (75 ml.) and ethanol was stirred at 40° C. for an hour. The reaction mixture was treated in a conventional manner to give ethyl 2-(2-aminothiazol-4-yl)-2-(2-benzoyloxyethoxyimino)acetate (syn isomer, 9 g.). Reactants: COC(CC1=CN=C(S1)NC(=O)NC1=CC(=CC=C1)C(F)(F)F)=O ({2-[3-(3-trifluoromethyl-phenyl)-ureido]-thiazol-5-yl}-acetic acid methyl ester), C=O (paraformaldehyde), C(=O)([O-])[O-].[K+].[K+] (K2CO3). The solvent is CS(=O)C (DMSO), CCOC(=O)C (EtOAc). Reaction conditions: temperature 50 celsius. Product: COC(C(CO)C1=CN=C(S1)NC(=O)NC1=CC(=CC=C1)C(F)(F)F)=O (3-hydroxy-2-{2-[3-(3-trifluoromethyl-phenyl)-ureido]-thiazol-5-yl}-propionic acid methyl ester). RXN SMILES: [CH3:1][O:2][C:3](=[O:24])[CH2:4][C:5]1[S:9][C:8]([NH:10][C:11]([NH:13][C:14]2[CH:19]=[CH:18][CH:17]=[C:16]([C:20]([F:23])([F:22])[F:21])[CH:15]=2)=[O:12])=[N:7][CH:6]=1.C=O.[C:27]([O-])([O-])=[O:28].[K+].[K+]>CS(C)=O.CCOC(C)=O>[CH3:1][O:2][C:3](=[O:24])[CH:4]([C:5]1[S:9][C:8]([NH:10][C:11]([NH:13][C:14]2[CH:19]=[CH:18][CH:17]=[C:16]([C:20]([F:22])([F:23])[F:21])[CH:15]=2)=[O:12])=[N:7][CH:6]=1)[CH2:27][OH:28] |f:2.3.4|. Reported procedure: A mixture of {2-[3-(3-trifluoromethyl-phenyl)-ureido]-thiazol-5-yl}-acetic acid methyl ester (4.17 mmol), paraformaldehyde (0.95 equiv.) and K2CO3 (0.95 equiv.) in DMSO (10.0 mL) was heated at 50° C. for 1.5 hours. The reaction was cooled, diluted with EtOAc, washed with water, dried and concentrated to give a residue that was purified by flash column chromatography on silica gel (0 to 6% MeOH in EtOAc) to provide 3-hydroxy-2-{2-[3-(3-trifluoromethyl-phenyl)-ureido]-thiazol-5-yl}-propionic acid ... Reactants: OC=1C=C(C=CC1)C1=C(C=C(C=C1C)C(=O)OC)C (methyl 3′-hydroxy-2,6-dimethylbiphenyl-4-carboxylate), C(C1=CC=CC=C1)(=O)OCC=1C=C(CBr)C=CC1COC(C1=CC=CC=C1)=O (3,4-bis(benzoyloxymethyl)benzyl bromide), C([O-])([O-])=O.[K+].[K+] (potassium carbonate). Yields the product C1(=CC=CC=C1)C(=O)OCC=1C=C(COC=2C=C(C=CC2)C2=C(C=C(C=C2C)C(=O)OC)C)C=CC1COC(=O)C1=CC=CC=C1 (Methyl 3′-(3,4-bis(1-phenylmethanoyloxymethyl)-benzyloxy]-2,6-dimethylbiphenyl-4-carboxylate). Reaction SMILES: [OH:1][C:2]1[CH:3]=[C:4]([C:8]2[C:13]([CH3:14])=[CH:12][C:11]([C:15]([O:17][CH3:18])=[O:16])=[CH:10][C:9]=2[CH3:19])[CH:5]=[CH:6][CH:7]=1.[C:20]([O:28][CH2:29][C:30]1[CH:31]=[C:32]([CH:35]=[CH:36][C:37]=1[CH2:38][O:39][C:40](=[O:47])[C:41]1[CH:46]=[CH:45][CH:44]=[CH:43][CH:42]=1)[CH2:33]Br)(=[O:27])[C:21]1[CH:26]=[CH:25][CH:24]=[CH:23][CH:22]=1.C(=O)([O-])[O-].[K+].[K+]>>[C:21]1([C:20]([O:28][CH2:29][C:30]2[CH:31]=[C:32]([CH:35]=[CH:36][C:37]=2[CH2:38][O:39][C:40]([C:41]2[CH:46]=[CH:45][CH:44]=[CH:43][CH:42]=2)=[O:47])[CH2:33][O:1][C:2]2[CH:3]=[C:4]([C:8]3[C:9]([CH3:19])=[CH:10][C:11]([C:15]([O:17][CH3:18])=[O:16])=[CH:12][C:13]=3[CH3:14])[CH:5]=[CH:6][CH:7]=2)=[O:27])[CH:26]=[CH:25][CH:24]=[CH:23][CH:22]=1 |f:2.3.4|. Procedure: In a manner similar to that of Example 1(i), by reaction of 4.49 g (17.5 mmol) of methyl 3′-hydroxy-2,6-dimethylbiphenyl-4-carboxylate with 8.46 g (19 mmol) of 3,4-bis(benzoyloxymethyl)benzyl bromide and 2.54 g (18 mmol) of potassium carbonate, the desired product is obtained in the form of a yellow oil (m=7.4 g; Y=69%). Yields the product COC=1C=C(C=CC1OC)C(=CC#N)C1=CC(=CC=C1)OC (3-(3,4-dimethoxy-phenyl)-3-(3-methoxy-phenyl)-acrylonitrile). RXN SMILES: [CH3:1][O:2][C:3]1[CH:4]=[C:5]([C:11]([C:13]2[CH:18]=[CH:17][CH:16]=[C:15]([O:19][CH3:20])[CH:14]=2)=O)[CH:6]=[CH:7][C:8]=1[O:9][CH3:10].C(OP([CH2:29][C:30]#[N:31])(=O)OCC)C.C[Si]([N-][Si](C)(C)C)(C)C.[Li+].COC1C=C(C(C2C=CC=C(OC)C=2)=CC#N)C=C(OC)C=1>C1COCC1>[CH3:1][O:2][C:3]1[CH:4]=[C:5]([C:11]([C:13]2[CH:18]=[CH:17][CH:16]=[C:15]([O:19][CH3:20])[CH:14]=2)=[CH:29][C:30]#[N:31])[CH:6]=[CH:7][C:8]=1[O:9][CH3:10] |f:2.3|. The yield is 91.7%. Starting materials: COC=1C=C(C=C(C1)OC)C(=CC#N)C1=CC(=CC=C1)OC (3-(3,5-dimethoxy-phenyl)-3-(3-methoxy-phenyl)-acrylonitrile), COC=1C=C(C=CC1OC)C(=O)C1=CC(=CC=C1)OC ((3,4-Dimethoxyphenyl)-(3-methoxyphenyl)methanone), C(C)OP(OCC)(=O)CC#N (cyanomethylphosphonic acid diethyl ester), C[Si](C)(C)[N-][Si](C)(C)C.[Li+] (lithium bis(trimethylsilyl)amide). Procedure details: (3,4-Dimethoxyphenyl)-(3-methoxyphenyl)methanone (CC-15126, 5193-25-B, 2.00 g, 7.35 mmol), cyanomethylphosphonic acid diethyl ester (2.31 ml, 14.69 mmol) in anhydrous THF (10 ml), and lithium bis(trimethylsilyl)amide (1.0 M solution in THF, 14.69 ml, 14.69 mmol) were treated in the same manner as described above for the synthesis of 3-(3,5-dimethoxy-phenyl)-3-(3-methoxy-phenyl)-acrylonitrile. The crude was purified via flash column chromatography (20% EtOAc in hexane) to give 3-(3,4-dimethoxy-ph... The solvent is C1CCOC1 (THF). Reactants: CC(C)OP(=O)OC(C)C (effective_coupling_partner), CC(C)(C)C(=O)Oc1ccc(F)cc1 (substrate). Reagents/catalysts: dcype. Conditions: temperature 100 celsius, time 24 hour. The product is CC(C)OP(=O)(OC(C)C)c1ccc(F)cc1. Starting materials: O(C1=CC=CC=C1)CCN (2-Phenoxyethylamine), I.CSC1=NC2=CC=CC=C2CN1 (2-methylsulfanyl-3,4-dihydro-quinazoline hydroiodide). The solvent is C(C)#N (acetonitrile). Run at temperature 80 celsius. Yields the product I.N1=C(NCC2=CC=CC=C12)NCCOC1=CC=CC=C1 ((3,4-Dihydro-quinazolin-2-yl)-(2-phenoxy-ethyl)-amine hydroiodide). Isolated yield 64.8%. Reaction SMILES: [O:1]([CH2:8][CH2:9][NH2:10])[C:2]1[CH:7]=[CH:6][CH:5]=[CH:4][CH:3]=1.[IH:11].CS[C:14]1[NH:23][CH2:22][C:21]2[C:16](=[CH:17][CH:18]=[CH:19][CH:20]=2)[N:15]=1>C(#N)C>[IH:11].[N:15]1[C:16]2[C:21](=[CH:20][CH:19]=[CH:18][CH:17]=2)[CH2:22][NH:23][C:14]=1[NH:10][CH2:9][CH2:8][O:1][C:2]1[CH:7]=[CH:6][CH:5]=[CH:4][CH:3]=1 |f:1.2,4.5|. Reported procedure: 2-Phenoxyethylamine (21 mg, 0.16 mmol) was added to a solution of 2-methylsulfanyl-3,4-dihydro-quinazoline hydroiodide (50 mg, 0.16 mmol, prepared as under example 1 [c]) in acetonitrile (1 ml), and the mixture was heated overnight (80° C.) in a screw-capped vial. The solvent was then evaporated and the mixture was suspended in diethyl ether. The title compound (41 mg, 95%) was obtained from this mixture by filtration.